This data is from the Open Reaction Database (ORD), a public repository of structured organic reaction records. The task is: describe an organic reaction: reactants, conditions, products, and yield Starting materials: COC(=O)C1(CC1)CSC1=CC(=CC=C1)C(OC1CCN(CC1)C)C=1SC2=C(N1)C=CC=C2 (1-{3-[benzothiazol-2-yl(1-methylpiperidin-4-yloxy)methyl]phenylsulfanylmethyl}cyclopropanecarboxylic acid methyl ester), [Li] (lithium), C([O-])([O-])=O.[Na+].[Na+] (sodium carbonate), C(C)(=O)OCC (ethyl acetate). Run in O1CCCC1 (tetrahydrofuran). Run at time 5 minute. Yields the product S1C(=NC2=C1C=CC=C2)C(C=2C=C(C=CC2)SCC2(CC2)CCO)OC2CCN(CC2)C (2-(1-{3-[benzothiazol-2-yl(1-methylpiperidin-4-yloxy)methyl]phenylsulfanylmethyl}cyclopropyl)ethanol). As a reaction SMILES: CO[C:3]([C:5]1([CH2:8][S:9][C:10]2[CH:15]=[CH:14][CH:13]=[C:12]([CH:16]([C:25]3[S:26][C:27]4[CH:33]=[CH:32][CH:31]=[CH:30][C:28]=4[N:29]=3)[O:17][CH:18]3[CH2:23][CH2:22][N:21]([CH3:24])[CH2:20][CH2:19]3)[CH:11]=2)[CH2:7][CH2:6]1)=O.[Li].[C:35](OCC)(=[O:37])C.C(=O)([O-])[O-].[Na+].[Na+]>O1CCCC1>[S:26]1[C:27]2[CH:33]=[CH:32][CH:31]=[CH:30][C:28]=2[N:29]=[C:25]1[CH:16]([O:17][CH:18]1[CH2:19][CH2:20][N:21]([CH3:24])[CH2:22][CH2:23]1)[C:12]1[CH:11]=[C:10]([S:9][CH2:8][C:5]2([CH2:3][CH2:35][OH:37])[CH2:6][CH2:7]2)[CH:15]=[CH:14][CH:13]=1 |f:3.4.5,^1:33|. Procedure details: To a solution of 1-{3-[benzothiazol-2-yl(1-methylpiperidin-4-yloxy)methyl]phenylsulfanylmethyl}cyclopropanecarboxylic acid methyl ester (56 mg) in tetrahydrofuran (5 mL) is added lithium aluminumhydride (25 mg) at 0° C. The reaction mixture is allowed to reach room temperature and ethyl acetate (2 mL) is added. After stirring for 5 minutes, a half-saturated aqueous solution of sodium carbonate (6 mL) is added. The aqueous phase is extracted with ethyl acetate. The pooled organic extracts are dri...